Dataset: the Open Reaction Database (ORD), a public repository of structured organic reaction records. Task: describe an organic reaction: reactants, conditions, products, and yield The reactants are C(C)C(CO)(CC)CO (2-ethyl-2-hydroxymethyl-butan-1-ol), C(C1=CC=CC=C1)OC(=O)N[C@@H](C(C)C)C(=O)O (N-benzyloxycarbonyl-L-valine), C1(CCCCC1)N=C=NC1CCCCC1 (dicyclohexyl-carbodiimide). Reagents/catalysts: CN(C1=CC=NC=C1)C (4-dimethylaminopyridine). The solvent is ClCCl (dichloromethane), ClCCl (dichloromethane). Conditions: time 2 day. Product: C(C1=CC=CC=C1)OC(=O)N[C@@H](C(C)C)C(=O)OCC(CO)(CC)CC (2-(N-benzyloxycarbonyl-L-valyloxymethyl)-2-ethylbutan-1-ol). Reaction SMILES: [CH2:1]([C:3]([CH2:8][OH:9])([CH2:6][CH3:7])[CH2:4][OH:5])[CH3:2].[CH2:10]([O:17][C:18]([NH:20][C@H:21]([C:25](O)=[O:26])[CH:22]([CH3:24])[CH3:23])=[O:19])[C:11]1[CH:16]=[CH:15][CH:14]=[CH:13][CH:12]=1.C1(N=C=NC2CCCCC2)CCCCC1>CN(C)C1C=CN=CC=1.ClCCl>[CH2:10]([O:17][C:18]([NH:20][C@H:21]([C:25]([O:5][CH2:4][C:3]([CH2:6][CH3:7])([CH2:1][CH3:2])[CH2:8][OH:9])=[O:26])[CH:22]([CH3:24])[CH3:23])=[O:19])[C:11]1[CH:16]=[CH:15][CH:14]=[CH:13][CH:12]=1. Reported procedure: To a cooled solution of 2-ethyl-2-hydroxymethyl-butan-1-ol (33.1 g, 250 mmole), 4-dimethylaminopyridine (1.22 g, 10 mmole) and N-benzyloxycarbonyl-L-valine (12.6 g, 50 mmole) in 350 ml dichloromethane was added dropwise a solution of dicyclohexyl-carbodiimide (12.4 g, 60 mmole) in 50 ml dichloromethane. The mixture was stirred 2 days at room temperature and cooled. The urethane was filtered and the solution evaporated under reduced pressure. 350 ml ethyl acetate was added and the organic phase w... The reactants are CC(=O)O[BH-](OC(C)=O)OC(C)=O, O=C([O-])O, O=Cc1ccccc1, ClCCCl, COC(=O)C(N)c1ccccc1, [Na+], [Na+]. Product: COC(=O)C(NCc1ccccc1)c1ccccc1. RXN SMILES: [C:21]([O:22][BH-:23]([O:24][C:25](=[O:26])[CH3:27])[O:28][C:29](=[O:30])[CH3:31])(=[O:32])[CH3:33].[C:35](=[O:36])([OH:37])[O-:38].[CH:1](=[O:2])[c:3]1[cH:4][cH:5][cH:6][cH:7][cH:8]1.[Cl:40][CH2:41][CH2:42][Cl:43].[NH2:9][CH:10]([C:11](=[O:12])[O:13][CH3:14])[c:15]1[cH:16][cH:17][cH:18][cH:19][cH:20]1.[Na+:34].[Na+:39]>>[CH2:1]([c:3]1[cH:4][cH:5][cH:6][cH:7][cH:8]1)[NH:9][CH:10]([C:11](=[O:12])[O:13][CH3:14])[c:15]1[cH:16][cH:17][cH:18][cH:19][cH:20]1.